The task is: describe an organic reaction: reactants, conditions, products, and yield. This data is from the Open Reaction Database (ORD), a public repository of structured organic reaction records. Starting materials: CC1=CC=C(S1)CCNC(CCC1=CC=C(C=C1)C(F)(F)F)=O (N-[2-(5-methyl-thiophen-2-yl)-ethyl]-3-(4-trifluoromethyl-phenyl)-propionamide), O=P(Cl)(Cl)Cl (POCl3). Solvent: C(C)#N (acetonitrile). The product is CC1=CC=2C(=NCCC2S1)CCC1=CC=C(C=C1)C(F)(F)F (2-Methyl-4-[2-(4-trifluoromethyl-phenyl)-ethyl]-6,7-dihydro-thieno[3,2-c]pyridine). Yield: 102.6%. RXN SMILES: [CH3:1][C:2]1[S:6][C:5]([CH2:7][CH2:8][NH:9][C:10](=O)[CH2:11][CH2:12][C:13]2[CH:18]=[CH:17][C:16]([C:19]([F:22])([F:21])[F:20])=[CH:15][CH:14]=2)=[CH:4][CH:3]=1.O=P(Cl)(Cl)Cl>C(#N)C>[CH3:1][C:2]1[S:6][C:5]2[CH2:7][CH2:8][N:9]=[C:10]([CH2:11][CH2:12][C:13]3[CH:18]=[CH:17][C:16]([C:19]([F:22])([F:21])[F:20])=[CH:15][CH:14]=3)[C:4]=2[CH:3]=1. Procedure: To a suspension of 762 mg (2.23 mmol) N-[2-(5-methyl-thiophen-2-yl)-ethyl]-3-(4-trifluoromethyl-phenyl)-propionamide in 10 mL acetonitrile was added 460 uL (4.91 mmol) POCl3. The mixture was heated to reflux for 1 h and the solvent was removed in vacuo. The residue was taken up in toluene and concentrated again in vacuo. The oil was dissolved in dichloromethane and was basified with sat. NaHCO3. The organic layer was dried over Na2SO4, filtered and concentrated in vacuo. 740 mg of the title comp... The reactants are C(C)(C)(C)OC(=C)N1C(\C(\C2=CC=C(C=C12)Cl)=C/C1=C(C=CC(=C1)Cl)OCC1CCOCC1)=O (Z-1-(1-tert-butoxy-vinyl)-6-chloro-3-[5-chloro-2-(tetrahydro-pyran-4-ylmethoxy)-benzylidene]-1,3-dihydro-indol-2-one), FC=1C=CC(=C(C1)C=NC(=C)O[Si](C)(C)C)C (1-(5-fluoro-2-methyl-phenyl)-3-trimethylsilyoxy-2-aza-1,3-butadiene). Solvent: C1(=CC=CC=C1)C (toluene). Yields the product ClC1=CC=C2C(=C1)NC(C21C(NC(CC1C1=C(C=CC(=C1)Cl)OCC1CCOCC1)=O)C1=C(C=CC(=C1)F)C)=O (racemic (2′S,3S,4′R)-6-chloro-4′-[5-chloro-2-(tetrahydro-pyran-4-ylmethoxy)-phenyl]-2′-(5-fluoro-2-methyl-phenyl)spiro[3H-indole-3,3′-piperidine]-2,6′(1H)-dione). The yield is 33.2%. As a reaction SMILES: C(OC([N:8]1[C:16]2[C:11](=[CH:12][CH:13]=[C:14]([Cl:17])[CH:15]=2)/[C:10](=[CH:18]/[C:19]2[CH:24]=[C:23]([Cl:25])[CH:22]=[CH:21][C:20]=2[O:26][CH2:27][CH:28]2[CH2:33][CH2:32][O:31][CH2:30][CH2:29]2)/[C:9]1=[O:34])=C)(C)(C)C.[F:35][C:36]1[CH:37]=[CH:38][C:39]([CH3:51])=[C:40]([CH:42]=[N:43][C:44]([O:46][Si](C)(C)C)=[CH2:45])[CH:41]=1>C1(C)C=CC=CC=1>[Cl:17][C:14]1[CH:15]=[C:16]2[NH:8][C:9](=[O:34])[C:10]3([CH:18]([C:19]4[CH:24]=[C:23]([Cl:25])[CH:22]=[CH:21][C:20]=4[O:26][CH2:27][CH:28]4[CH2:29][CH2:30][O:31][CH2:32][CH2:33]4)[CH2:45][C:44](=[O:46])[NH:43][CH:42]3[C:40]3[CH:41]=[C:36]([F:35])[CH:37]=[CH:38][C:39]=3[CH3:51])[C:11]2=[CH:12][CH:13]=1. Reported procedure: In a manner similar to the method described in Example 10d, E/Z-1-(1-tert-butoxy-vinyl)-6-chloro-3-[5-chloro-2-(tetrahydro-pyran-4-ylmethoxy)-benzylidene]-1,3-dihydro-indol-2-one (2 g, 3.97 mmol) was reacted with 1-(5-fluoro-2-methyl-phenyl)-3-trimethylsilyoxy-2-aza-1,3-butadiene (20 mmol) in toluene to give the title compound as a white solid (770 mg).